Dataset: the Open Reaction Database (ORD), a public repository of structured organic reaction records. Task: describe an organic reaction: reactants, conditions, products, and yield Starting materials: P(=O)(Cl)(Cl)Cl (Phosphorus oxychloride), CN1CCN(CC1)CCOC1=CC=2N(C=C1)C(=CN2)C(=O)O (7-(2-(4-Methylpiperazin-1-yl)ethoxy)imidazo[1,2-a]pyridine-3-carboxylic acid), NC1=C2C=NN(C2=CC=C1)CC=1C(N(C=CC1)C)=O (3-((4-Amino-1H-indazol-1-yl)methyl)-1-methylpyridin-2 (1H)-one). Run in CC(=O)N(C)C (DMA). Conditions: temperature 0 celsius, time 30 minute. Yields the product Cl.Cl.CN1C(C(=CC=C1)CN1N=CC2=C(C=CC=C12)NC(=O)C1=CN=C2N1C=CC(=C2)OCCN2CCN(CC2)C)=O (N-(1-((1-methyl-2-oxo-1,2-dihydropyridin-3-yl)methyl)-1H-indazol-4-yl)-7-(2-(4-methylpiperazin-1-yl)ethoxy)imidazo[1,2-a]pyridine-3-carboxamide dihydrochloride). The yield is 40.7%. As a reaction SMILES: [CH3:1][N:2]1[CH2:7][CH2:6][N:5]([CH2:8][CH2:9][O:10][C:11]2[CH:16]=[CH:15][N:14]3[C:17]([C:20]([OH:22])=O)=[CH:18][N:19]=[C:13]3[CH:12]=2)[CH2:4][CH2:3]1.P(Cl)(Cl)([Cl:25])=O.[NH2:28][C:29]1[CH:37]=[CH:36][CH:35]=[C:34]2[C:30]=1[CH:31]=[N:32][N:33]2[CH2:38][C:39]1[C:40](=[O:46])[N:41]([CH3:45])[CH:42]=[CH:43][CH:44]=1>CC(N(C)C)=O>[ClH:25].[ClH:25].[CH3:45][N:41]1[CH:42]=[CH:43][CH:44]=[C:39]([CH2:38][N:33]2[C:34]3[C:30](=[C:29]([NH:28][C:20]([C:17]4[N:14]5[CH:15]=[CH:16][C:11]([O:10][CH2:9][CH2:8][N:5]6[CH2:6][CH2:7][N:2]([CH3:1])[CH2:3][CH2:4]6)=[CH:12][C:13]5=[N:19][CH:18]=4)=[O:22])[CH:37]=[CH:36][CH:35]=3)[CH:31]=[N:32]2)[C:40]1=[O:46] |f:4.5.6|. Procedure: 7-(2-(4-Methylpiperazin-1-yl)ethoxy)imidazo[1,2-a]pyridine-3-carboxylic acid (0.072 g, 0.21 mmol) was added to DMA (1 mL) and cooled to 0° C. Phosphorus oxychloride (0.038 mL, 0.41 mmol) was added and the reaction mixture was stirred for 30 minutes. 3-((4-Amino-1H-indazol-1-yl)methyl)-1-methylpyridin-2 (1H)-one (0.035 g, 0.14 mmol) was added and the reaction mixture was stirred at ambient temperature overnight. The reaction was concentrated and then suspended in 2 M LiOH (2 mL). The resulting mi... Reactants: BrC1=C(CN)C=CC=C1 (2-bromobenzylamine), COC(C(OCC)OCC)=N (2,2-diethoxy-ethanimidic acid methyl ester). Product: BrC1=C(CNC(C(OCC)OCC)=N)C=CC=C1 (N-(2-bromo-benzyl)-2,2-diethoxy-acetamidine), oil. Reaction SMILES: [Br:1][C:2]1[CH:9]=[CH:8][CH:7]=[CH:6][C:3]=1[CH2:4][NH2:5].CO[C:12](=[NH:20])[CH:13]([O:17][CH2:18][CH3:19])[O:14][CH2:15][CH3:16]>>[Br:1][C:2]1[CH:9]=[CH:8][CH:7]=[CH:6][C:3]=1[CH2:4][NH:5][C:12](=[NH:20])[CH:13]([O:17][CH2:18][CH3:19])[O:14][CH2:15][CH3:16]. Procedure: Starting from 2-bromobenzylamine (20.00 g; commercial) and 2,2-diethoxy-ethanimidic acid methyl ester (24.46 g; 85% pure) and proceeding in analogy to Procedure A, the title compound was obtained as a yellow oil (39.31 g). Starting materials: BrC=1C=C(C(=O)O)C=CC1OC (3-bromo-4-methoxy-benzoic acid), CC1=C(C=CC(=C1)N1CCOCC1)N (2-methyl-4-morpholin-4-yl-phenylamine), CCN=C=NCCCN(C)C (EDAC), C=1C=CC2=C(C1)N=NN2O (HOBT), CN1CCOCC1 (N-methylmorpholine). The solvent is CN(C)C=O (DMF), O (water). Run at time 18 hour. Product: BrC=1C=C(C(=O)NC2=C(C=C(C=C2)N2CCOCC2)C)C=CC1OC (3-Bromo-4-methoxy-N-(2-methyl-4-morpholin-4-yl-phenyl)-benzamide). Reaction SMILES: [Br:1][C:2]1[CH:3]=[C:4]([CH:8]=[CH:9][C:10]=1[O:11][CH3:12])[C:5]([OH:7])=O.[CH3:13][C:14]1[CH:19]=[C:18]([N:20]2[CH2:25][CH2:24][O:23][CH2:22][CH2:21]2)[CH:17]=[CH:16][C:15]=1[NH2:26].CCN=C=NCCCN(C)C.C1C=CC2N(O)N=NC=2C=1.CN1CCOCC1>CN(C=O)C.O>[Br:1][C:2]1[CH:3]=[C:4]([CH:8]=[CH:9][C:10]=1[O:11][CH3:12])[C:5]([NH:26][C:15]1[CH:16]=[CH:17][C:18]([N:20]2[CH2:25][CH2:24][O:23][CH2:22][CH2:21]2)=[CH:19][C:14]=1[CH3:13])=[O:7]. Reported procedure: A mixture of 3-bromo-4-methoxy-benzoic acid (247 mg), 2-methyl-4-morpholin-4-yl-phenylamine (205 mg), EDAC (410 mg), HOBT (289 mg) and N-methylmorpholine (353 μl) in DMF (5 ml) was stirred at room temperature for 18 h. The mixture was then diluted with water (30 ml) and the resulting solid collected by filtration and dried (464 mg) Reactants: H+, C1(CC1)NC(C1=CC(=C(C=C1)C)N1C=NC2=CC=C(C=C2C1=O)OC)=O (N-Cyclopropyl-3-(6-methoxy-4-oxoquinazolin-3(4H)-yl)-4-methylbenzamide), B(Br)(Br)Br (boron tribromide). Solvent: C(Cl)Cl (methylene chloride), C(Cl)Cl (methylene chloride). Conditions: time 20 hour. Yields the product C1(CC1)NC(C1=CC(=C(C=C1)C)N1C=NC2=CC=C(C=C2C1=O)O)=O (N-cyclopropyl-3-(6-hydroxy-4-oxoquinazolin-3(4H)-yl)-4-methylbenzamide). The yield is 69.0%. Reaction SMILES: [CH:1]1([NH:4][C:5](=[O:26])[C:6]2[CH:11]=[CH:10][C:9]([CH3:12])=[C:8]([N:13]3[C:22](=[O:23])[C:21]4[C:16](=[CH:17][CH:18]=[C:19]([O:24]C)[CH:20]=4)[N:15]=[CH:14]3)[CH:7]=2)[CH2:3][CH2:2]1.B(Br)(Br)Br>C(Cl)Cl>[CH:1]1([NH:4][C:5](=[O:26])[C:6]2[CH:11]=[CH:10][C:9]([CH3:12])=[C:8]([N:13]3[C:22](=[O:23])[C:21]4[C:16](=[CH:17][CH:18]=[C:19]([OH:24])[CH:20]=4)[N:15]=[CH:14]3)[CH:7]=2)[CH2:3][CH2:2]1. Reported procedure: A stirred mixture of 2-amino-5-methoxybenzoic acid (10 g), trimethyl orthoformate (13.1 ml), and acetic acid (0.34 ml) in toluene (240 ml) was heated under reflux for 6 hours. 3-Amino-N-cyclopropyl-4-methylbenzamide (10.23 g) was added to the reaction mixture and stirring continued at reflux for 16 hours. The reaction mixture was allowed to cool and then was diluted with ethyl acetate. The organic solution was then washed with 1N HCl solution, 2N NaOH solution (×2), brine, dried (magnesium sulfa... The reactants are FC(C(=O)O)(F)F.ClC=1C=NC=2NC=3C=CC=C(CCC4=CC(=CC(NC1N2)=C4)C(=O)OC)C3 (methyl 6-chloro-2,4,8,22-tetraazatetracyclo[14.3.1.1(3,7).1(9,13)]docosa-1(20),3(22),4,6,9(21),10,12,16,18-nonaene-11-carboxylate trifluoroacetate), O (water). Solvent: C(C)#N (acetonitrile), [OH-].[Na+] (sodium hydroxide). The product is FC(C(=O)O)(F)F.ClC=1C=NC=2NC=3C=CC=C(CCC4=CC(=CC(NC1N2)=C4)C(=O)O)C3 (6-Chloro-2,4,8,22-tetraazatetracyclo[14.3.1.1(3,7).1(9,13)]docosa-1(20),3(22),4,6,9(21),10,12,16,18-nonaene-11-carboxylic acid trifluoroacetate). Yield: 36.6%. RXN SMILES: [F:1][C:2]([F:7])([F:6])[C:3]([OH:5])=[O:4].[Cl:8][C:9]1[CH:10]=[N:11][C:12]2[NH:13][C:14]3[CH:15]=[CH:16][CH:17]=[C:18]([CH:34]=3)[CH2:19][CH2:20][C:21]3[CH:29]=[C:25]([NH:26][C:27]=1[N:28]=2)[CH:24]=[C:23]([C:30]([O:32]C)=[O:31])[CH:22]=3.O>C(#N)C.[OH-].[Na+]>[F:1][C:2]([F:7])([F:6])[C:3]([OH:5])=[O:4].[Cl:8][C:9]1[CH:10]=[N:11][C:12]2[NH:13][C:14]3[CH:15]=[CH:16][CH:17]=[C:18]([CH:34]=3)[CH2:19][CH2:20][C:21]3[CH:29]=[C:25]([NH:26][C:27]=1[N:28]=2)[CH:24]=[C:23]([C:30]([OH:32])=[O:31])[CH:22]=3 |f:0.1,4.5,6.7|. Procedure: A solution of methyl 6-chloro-2,4,8,22-tetraazatetracyclo[14.3.1.1(3,7).1(9,13)]docosa-1(20),3(22),4,6,9(21),10,12,16,18-nonaene-11-carboxylate trifluoroacetate (45 mg, 90.9 μmol) in acetonitrile (5 mL) and 2.0 M of sodium hydroxide in water (227 μL, 0.455 mmol) were stirred at 25° C. overnight. Purification by preparative LCMS gave the desired product as a white solid (16 mg, 48%). LCMS for C19H16ClN4O2 (M+H)+: m/z=367.1. 1H NMR (400 MHz, DMSO-d6): δ 9.33 (s, 1H), 9.28 (s, 1H), 8.12 (s, 1H), 8.... Starting materials: product, CC1(OCC(CO1)ONC(C1=C(C(=C(C=C1)F)F)NC1=C(C=C(C=C1)CC)F)=O)C (N-(2,2-dimethyl-[1,3]dioxan-5-yloxy)-2-(4-ethyl-2-fluoro-phenylamino)-3,4-difluoro-benzamide), Cl (hydrochloric acid). The solvent is C(C)O (ethanol). Reaction conditions: time 1 hour. Product: C(C)C1=CC(=C(C=C1)NC1=C(C(=O)NOC(CO)CO)C=CC(=C1F)F)F (2-(4-ethyl-2-fluoro-phenylamino)-3,4-difluoro-N-(2-hydroxy-1-hydroxymethyl-ethoxy)-benzamide). The yield is 84.4%. As a reaction SMILES: CC1(C)[O:7][CH2:6][CH:5]([O:8][NH:9][C:10](=[O:29])[C:11]2[CH:16]=[CH:15][C:14]([F:17])=[C:13]([F:18])[C:12]=2[NH:19][C:20]2[CH:25]=[CH:24][C:23]([CH2:26][CH3:27])=[CH:22][C:21]=2[F:28])[CH2:4][O:3]1.Cl>C(O)C>[CH2:26]([C:23]1[CH:24]=[CH:25][C:20]([NH:19][C:12]2[C:13]([F:18])=[C:14]([F:17])[CH:15]=[CH:16][C:11]=2[C:10]([NH:9][O:8][CH:5]([CH2:6][OH:7])[CH2:4][OH:3])=[O:29])=[C:21]([F:28])[CH:22]=1)[CH3:27]. Procedure details: To a stirring solution of the product of Example 33, Step C, N-(2,2-dimethyl-[1,3]dioxan-5-yloxy)-2-(4-ethyl-2-fluoro-phenylamino)-3,4-difluoro-benzamide (0.416 g, 0.980 mmol) in ethanol (5 mL) was added 1 molar aqueous hydrochloric acid solution (1 mL). After stirring for 1 hour at ambient temperature the reaction mixture was partitioned between ethyl acetate and water. The organic layer was washed twice with water and twice with brine. The organic layer was collected, dried over sodium sulfate...